Dataset: the Open Reaction Database (ORD), a public repository of structured organic reaction records. Task: describe an organic reaction: reactants, conditions, products, and yield The reactants are CC1=C(C(=CC(=C1)C)C)O (2,4,6-trimethylphenol), FC1=CC=C(C#N)C=C1 (4-fluorobenzonitrile), C([O-])([O-])=O.[K+].[K+] (potassium carbonate), CN1CCCC1=O (NMP). Yield: 96.5%. Product: CC1=C(OC2=CC=C(C#N)C=C2)C(=CC(=C1)C)C (4-(2,4,6-Trimethylphenoxy)benzonitrile). Reaction conditions: temperature 140 celsius. RXN SMILES: [CH3:1][C:2]1[CH:7]=[C:6]([CH3:8])[CH:5]=[C:4]([CH3:9])[C:3]=1[OH:10].F[C:12]1[CH:19]=[CH:18][C:15]([C:16]#[N:17])=[CH:14][CH:13]=1.C(=O)([O-])[O-].[K+].[K+].CN1C(=O)CCC1>C1(C)C=CC=CC=1>[CH3:1][C:2]1[CH:7]=[C:6]([CH3:8])[CH:5]=[C:4]([CH3:9])[C:3]=1[O:10][C:12]1[CH:19]=[CH:18][C:15]([C:16]#[N:17])=[CH:14][CH:13]=1 |f:2.3.4|. Run in C1(=CC=CC=C1)C (toluene). Procedure: Into a 250 mL three-necked, round-bottomed flask equipped with a magnetic stir-bar, nitrogen inlet, and a condenser, 2,4,6-trimethylphenol (6.00 g, 44.1 mmol), 4-fluorobenzonitrile (5.34 g, 44.1 mmol), potassium carbonate (7.30 g, 52.8 mmol), and a mixture of NMP (100 mL) and toluene (60 mL) were placed. The reaction mixture was then heated and maintained around 140° C. for 8 hours with vigorous nitrogen flow. The dark solution was filtered while it was warm and the filtrate was poured into dist... Reactants: Cc1ccccc1, CC(C)(C)CCN=Cc1cccc(F)c1N1CCC(F)C1, O=C(O)CC(S)C(=O)O. Product: CC(C)(C)CCN1C(=O)C(CC(=O)O)SC1c1cccc(F)c1N1CCC(F)C1. RXN SMILES: [CH3:31][c:32]1[cH:33][cH:34][cH:35][cH:36][cH:37]1.[F:1][c:2]1[c:3]([N:16]2[CH2:17][CH:18]([F:21])[CH2:19][CH2:20]2)[c:4]([CH:5]=[N:6][CH2:7][CH2:8][C:9]([CH3:10])([CH3:11])[CH3:12])[cH:13][cH:14][cH:15]1.[SH:22][CH:23]([C:24](=[O:25])[OH:26])[CH2:27][C:28](=[O:29])[OH:30]>>[F:1][c:2]1[c:3]([N:16]2[CH2:17][CH:18]([F:21])[CH2:19][CH2:20]2)[c:4]([CH:5]2[N:6]([CH2:7][CH2:8][C:9]([CH3:10])([CH3:11])[CH3:12])[C:24](=[O:25])[CH:23]([CH2:27][C:28](=[O:29])[OH:30])[S:22]2)[cH:13][cH:14][cH:15]1. The reactants are CC(C)Cn1c(CNC(=O)OC(C)(C)C)c(-c2cccs2)c2cc(C(=O)O)ccc2c1=O, CCOC(C)=O, Cl. Yields the product Cl, CC(C)Cn1c(CN)c(-c2cccs2)c2cc(C(=O)O)ccc2c1=O. RXN SMILES: [C:1]([O:2][C:3](=[O:4])[NH:8][CH2:9][c:10]1[n:11]([CH2:29][CH:30]([CH3:31])[CH3:32])[c:12](=[O:28])[c:13]2[cH:14][cH:15][c:16]([C:25](=[O:26])[OH:27])[cH:17][c:18]2[c:19]1-[c:20]1[s:21][cH:22][cH:23][cH:24]1)([CH3:5])([CH3:6])[CH3:7].[CH3:34][CH2:35][O:36][C:37](=[O:38])[CH3:39].[ClH:33]>>[ClH:33].[NH2:8][CH2:9][c:10]1[n:11]([CH2:29][CH:30]([CH3:31])[CH3:32])[c:12](=[O:28])[c:13]2[cH:14][cH:15][c:16]([C:25](=[O:26])[OH:27])[cH:17][c:18]2[c:19]1-[c:20]1[s:21][cH:22][cH:23][cH:24]1. Starting materials: CCOC(C)=O, C=Cc1ccc(C(O)(C(=O)OC2CCN(C(=O)OC(C)(C)C)CC2)C2CCC(F)(F)C2)cc1, [Na+], [Na+], C1CCOC1, O, O=[Os](=O)(=O)=O, O=S([O-])[O-]. The product is CC(C)(C)OC(=O)N1CCC(OC(=O)C(O)(c2ccc(CO)cc2)C2CCC(F)(F)C2)CC1. RXN SMILES: [CH3:46][CH2:47][O:48][C:49](=[O:50])[CH3:51].[F:1][C:2]1([F:33])[CH2:3][CH:4]([C:7]([C:8](=[O:9])[O:10][CH:11]2[CH2:12][CH2:13][N:14]([C:17](=[O:18])[O:19][C:20]([CH3:21])([CH3:22])[CH3:23])[CH2:15][CH2:16]2)([c:24]2[cH:25][cH:26][c:27]([CH:30]=[CH2:31])[cH:28][cH:29]2)[OH:32])[CH2:5][CH2:6]1.[Na+:38].[Na+:39].[O:41]1[CH2:42][CH2:43][CH2:44][CH2:45]1.[OH2:40].[Os:52](=[O:53])(=[O:54])(=[O:55])=[O:56].[S:34](=[O:35])([O-:36])[O-:37]>>[F:1][C:2]1([F:33])[CH2:3][CH:4]([C:7]([C:8](=[O:9])[O:10][CH:11]2[CH2:12][CH2:13][N:14]([C:17](=[O:18])[O:19][C:20]([CH3:21])([CH3:22])[CH3:23])[CH2:15][CH2:16]2)([c:24]2[cH:25][cH:26][c:27]([CH2:30][OH:35])[cH:28][cH:29]2)[OH:32])[CH2:5][CH2:6]1. The reactants are BrC=1N=C(C=2N(C1)C=CN2)N2CCOCC2 (6-bromo-8-morpholinoimidazo[1,2-a]pyrazine), [OH-].[K+] (potassium hydroxide). Reagents/catalysts: [Pd] (palladium on charcoal). The solvent is CO (methanol). Run at time 12 hour. Product: O1CCN(CC1)C=1C=2N(C=CN1)C=CN2 (8-morpholinoimidazo[1,2-a]pyrazine). Yield: 94.1%. Reaction SMILES: Br[C:2]1[N:3]=[C:4]([N:11]2[CH2:16][CH2:15][O:14][CH2:13][CH2:12]2)[C:5]2[N:6]([CH:8]=[CH:9][N:10]=2)[CH:7]=1.[OH-].[K+]>[Pd].CO>[O:14]1[CH2:13][CH2:12][N:11]([C:4]2[C:5]3[N:6]([CH:8]=[CH:9][N:10]=3)[CH:7]=[CH:2][N:3]=2)[CH2:16][CH2:15]1 |f:1.2|. Reported procedure: 200 mg of palladium on charcoal (10% palladium) are added to a solution containing 0.5 g (1.77 mmol) of 6-bromo-8-morpholinoimidazo[1,2-a]pyrazine for 120 ml of anhydrous methanol and 2 g of potassium hydroxide. The mixture is hydrogenated at atmospheric pressure for 12 hours. The solution is filtered, concentrated and taken up with water; after extraction with dichloromethane and evaporation of the solvent, 0.34 g (92%) of 8-morpholinoimidazo[1,2-a]pyrazine (m.p. 127° C.) is obtained. The product is N#Cc1ccc(O)c([N+](=O)[O-])c1. Starting materials: O=C[O-], O=CO, Cl, NO, [Na+], O, O=Cc1ccc(O)c([N+](=O)[O-])c1. RXN SMILES: [CH:16]([O-:17])=[O:18].[CH:21]([OH:22])=[O:23].[ClH:13].[NH2:14][OH:15].[Na+:19].[OH2:20].[OH:1][c:2]1[c:3]([N+:10](=[O:11])[O-:12])[cH:4][c:5]([CH:6]=[O:7])[cH:8][cH:9]1>>[OH:1][c:2]1[c:3]([N+:10](=[O:11])[O-:12])[cH:4][c:5]([C:6]#[N:14])[cH:8][cH:9]1. Reactants: OC(CP(OCC)(=O)C(OCC)OCC)CN1C(C=2C(C1=O)=CC=CC2)=O (ethyl 2-hydroxy-3-phthalimido-propyl(diethoxymethyl)phosphinate), O (water), C(C)(=O)O (acetic acid), [BH4-].[Na+] (sodium borohydride). Run in C(C)(C)O (isopropanol). Reaction conditions: time 24 hour. The product is NCC(CP(OCC)(=O)C(OCC)OCC)O (Ethyl 3-amino-2-hydroxy-propyl(diethoxymethyl)phosphinate). Reaction SMILES: [OH:1][CH:2]([CH2:16][N:17]1C(=O)C2=CC=CC=C2C1=O)[CH2:3][P:4]([CH:9]([O:13][CH2:14][CH3:15])[O:10][CH2:11][CH3:12])(=[O:8])[O:5][CH2:6][CH3:7].O.[BH4-].[Na+].C(O)(=O)C>C(O)(C)C>[NH2:17][CH2:16][CH:2]([OH:1])[CH2:3][P:4]([CH:9]([O:13][CH2:14][CH3:15])[O:10][CH2:11][CH3:12])(=[O:8])[O:5][CH2:6][CH3:7] |f:2.3|. Procedure details: To a solution of 1.0 g of ethyl 2-hydroxy-3-phthalimido-propyl(diethoxymethyl)phosphinate in 23 ml of isopropanol is added 4 ml of water. To this mixture is added 0.47 g of sodium borohydride and this is stirred for a period of 24 hours at room temperature. After this time 2.6 ml of glacial acetic acid are carefully added and the reaction heated to 80° for a period of 2 hours. Afterthis time, the reaction is cooled to room temperature, the solvent evaporated under reduced pressure and the residu... The reactants are BrC=1C(=NC(=NC1)Cl)OCC(C)C (5-bromo-2-chloro-4-isobutoxypyrimidine), N12CCN(CC1)CC2 (1,4-diazabicyclo[2.2.2]octane), O (water). The reagents and catalysts are [C-]#N.C(C)[N+](CC)(CC)CC (tetraethylammonium cyanide). The solvent is C(C)#N (acetonitrile). Run at time 30 minute. Yields the product BrC=1C(=NC(=NC1)C#N)OCC(C)C (5-bromo-4-isobutoxypyrimidine-2-carbonitrile). The yield is 82.1%. RXN SMILES: [Br:1][C:2]1[C:3]([O:9][CH2:10][CH:11]([CH3:13])[CH3:12])=[N:4][C:5](Cl)=[N:6][CH:7]=1.[N:14]12CCN(CC1)C[CH2:15]2.O>C(#N)C.[C-]#N.C([N+](CC)(CC)CC)C>[Br:1][C:2]1[C:3]([O:9][CH2:10][CH:11]([CH3:13])[CH3:12])=[N:4][C:5]([C:15]#[N:14])=[N:6][CH:7]=1 |f:4.5|. Procedure: To a solution of 5-bromo-2-chloro-4-isobutoxypyrimidine (2.16 g) and 1,4-diazabicyclo[2.2.2]octane (1.83 g) in acetonitrile (30 mL) was added tetraethylammonium cyanide (1.40 g), and the mixture was stirred at room temperature for 30 min. To the reaction mixture was added water at room temperature, and the mixture was extracted with ethyl acetate. The extract was washed with water and saturated brine, and dried over anhydrous magnesium sulfate. The solvent was evaporated under reduced pressure, ... Starting materials: C(C)OC(CCl)OCC (chloroacetaldehyde-diethylacetal), CC1=CC=C(C=C1)S.[Na] (4-methylthiophenol sodium). The solvent is CC(=O)N(C)C (dimethylacetamide). Yields the product C(C)OC(CSC1=CC=C(C=C1)C)OCC (4-Methylthio-phenoxyacetaldehyde-diethylacetal). As a reaction SMILES: [CH2:1]([O:3][CH:4]([O:7][CH2:8][CH3:9])[CH2:5]Cl)[CH3:2].[CH3:10][C:11]1[CH:16]=[CH:15][C:14]([SH:17])=[CH:13][CH:12]=1.[Na]>CC(N(C)C)=O>[CH2:1]([O:3][CH:4]([O:7][CH2:8][CH3:9])[CH2:5][S:17][C:14]1[CH:15]=[CH:16][C:11]([CH3:10])=[CH:12][CH:13]=1)[CH3:2] |f:1.2,^1:17|. Procedure: 152.5 Grams (1 mole) of chloroacetaldehyde-diethylacetal were heated at 100° C for 6 hours on the steam bath, together with 162 g (1 mole) of 4-methylthiophenol-sodium salt in 200 ml of dimethylacetamide (in a manner analogous to Comptes Rendus 194, 617 (1932)). After the precipitated sodium chloride had been suction-filtered, the solvent was removed by distillation under reduced pressure. 4-Methylthio-phenoxyacetaldehyde-diethylacetal was obtained as an oily residue which was directly further r... Starting materials: CCCCCC (n-hexane), CCOC(=O)C (acetic acid ethyl), COC1=CC=C(C2=CC=CC=C12)C=C (1-methoxy-4-vinyl naphthalene), COC(=O)C#CC(=O)OC (acetylene dicarboxylic acid dimethyl ester). Run in [N+](=O)([O-])C1=CC=CC=C1 (nitrobenzene), [N+](=O)([O-])C1=CC=CC=C1 (nitrobenzene). Product: C1=CC=CC=2C3=CC=CC=C3C=CC12 (phenanthrene). Isolated yield 61.2%. RXN SMILES: CO[C:3]1[C:12]2[C:7](=[CH:8][CH:9]=[CH:10][CH:11]=2)[C:6]([CH:13]=[CH2:14])=[CH:5][CH:4]=1.CO[C:17]([C:19]#CC(OC)=O)=O.CCCCCC.CCOC(C)=O>[N+](C1C=CC=CC=1)([O-])=O>[CH:11]1[C:12]2[CH:3]=[CH:4][C:5]3[C:6](=[CH:13][CH:14]=[CH:17][CH:19]=3)[C:7]=2[CH:8]=[CH:9][CH:10]=1. Reported procedure: 1-methoxy-4-vinyl naphthalene 18.42 g (0.1 mol) and acetylene dicarboxylic acid dimethyl ester 28.42 g (0.2 mol) were dissolved in nitrobenzene, 200 ml, and they were reacted for 7 hours at the temperature of 130° C. After cooling, nitrobenzene was escaped in vapor under a reduced pressure condition, silica gel column chromatography (developing solvent n-hexane: an acetic acid ethyl=9:1) process was performed to residual elements, crude material, 23.08 g, was obtained. Further, objective phenant...